From a dataset of the Open Reaction Database (ORD), a public repository of structured organic reaction records. describe an organic reaction: reactants, conditions, products, and yield The reactants are CC1=CC=C(CN)C=C1 (4-Methylbenzylamine), CN1C2CCC1CC(=O)C2 (Tropinone), CO (methanol). Solvent: C1(=CC=CC=C1)C (toluene), ClCCl (dichloromethane). Product: CC1CC([C@H]2CC[C@@H]1N2C)=NCC2=CC=CC=C2 (4-Methylbenzylimino-tropane). Reaction SMILES: C[C:2]1[CH:9]=[CH:8][C:5]([CH2:6][NH2:7])=[CH:4][CH:3]=1.[CH3:10][N:11]1[CH:15]2[CH2:16][C:17]([CH2:19][CH:12]1[CH2:13][CH2:14]2)=O.[CH3:20]O>C1(C)C=CC=CC=1.ClCCl>[CH3:20][CH:19]1[C@H:12]2[N:11]([CH3:10])[C@H:15]([CH2:14][CH2:13]2)[C:16](=[N:7][CH2:6][C:5]2[CH:4]=[CH:3][CH:2]=[CH:9][CH:8]=2)[CH2:17]1. Procedure: 4-Methylbenzylamine (1.21 g, 10 mmol) and Tropinone (1.39 g, 10 mmol) were placed in 100 ml flask and dissolved in 50 ml toluene. Mixture was heated to reflux for 3 hrs and water was removed using a Dean/Stark water-separator. Crude product was concentrated on Rotavapor (40° C.) giving 47AKU-38. TLC (10% methanol in dichloromethane): Rf=0.3. 1H-NMR (400 MHz, CDCl3, isomers): 7.20-7.09 (4H, m); 4.47 (1H, m); 3.81 (1H, s); 3.42 (1H, m); 3.31 (1H, m); 2.77-2.56 (2H, m); 2.47 and 2.41 (3H, 2s); 2.33... Reactants: CCO, CC(C)c1cccc(C=O)c1, NNc1cc(N2CCOCC2)n2nc(-c3ccncc3)cc2n1. The product is CC(C)c1cccc(C=NNc2cc(N3CCOCC3)n3nc(-c4ccncc4)cc3n2)c1. Reaction SMILES: [CH3:35][CH2:36][OH:37].[CH:24]([CH3:25])([CH3:26])[c:27]1[cH:28][c:29]([CH:30]=[O:31])[cH:32][cH:33][cH:34]1.[O:1]1[CH2:2][CH2:3][N:4]([c:7]2[cH:8][c:9]([NH:22][NH2:23])[n:10][c:11]3[n:12]2[n:13][c:14](-[c:16]2[cH:17][cH:18][n:19][cH:20][cH:21]2)[cH:15]3)[CH2:5][CH2:6]1>>[O:1]1[CH2:2][CH2:3][N:4]([c:7]2[cH:8][c:9]([NH:22][N:23]=[CH:30][c:29]3[cH:28][c:27]([CH:24]([CH3:25])[CH3:26])[cH:34][cH:33][cH:32]3)[n:10][c:11]3[n:12]2[n:13][c:14](-[c:16]2[cH:17][cH:18][n:19][cH:20][cH:21]2)[cH:15]3)[CH2:5][CH2:6]1. Starting materials: BrCC(=O)Br (2-bromoacetyl bromide), C(CC)NCCC (di-n-propylamine), C(C)(C)(C)C1=CC=C(C=C1)S(=O)(=O)NC1=CC=C(C=C1)C (4-tert-butyl-N-p-tolyl-benzenesulfonamide). Product: C(C)(C)(C)C1=CC=C(C=C1)S(=O)(=O)N(CC(=O)N(CCC)CCC)C1=CC=C(C=C1)C (2-[(4-tert-Butyl-benzenesulfonyl)-p-tolyl-amino]-N,N-di-n-propyl-acetamide). Reaction SMILES: Br[CH2:2][C:3](Br)=[O:4].[CH2:6]([NH:9][CH2:10][CH2:11][CH3:12])[CH2:7][CH3:8].[C:13]([C:17]1[CH:22]=[CH:21][C:20]([S:23]([NH:26][C:27]2[CH:32]=[CH:31][C:30]([CH3:33])=[CH:29][CH:28]=2)(=[O:25])=[O:24])=[CH:19][CH:18]=1)([CH3:16])([CH3:15])[CH3:14]>>[C:13]([C:17]1[CH:18]=[CH:19][C:20]([S:23]([N:26]([C:27]2[CH:28]=[CH:29][C:30]([CH3:33])=[CH:31][CH:32]=2)[CH2:2][C:3]([N:9]([CH2:10][CH2:11][CH3:12])[CH2:6][CH2:7][CH3:8])=[O:4])(=[O:25])=[O:24])=[CH:21][CH:22]=1)([CH3:16])([CH3:15])[CH3:14]. Procedure details: prepared by reaction of 2-bromoacetyl bromide with di-n-propylamine and 4-tert-butyl-N-p-tolyl-benzenesulfonamide Reactants: C(C)(C)(C)O[C@H](C(=O)OC)C1=C2N3CCC(OCCCC[C@@H](OC=4C=C(C(=CC4C4=CC=CC(C5=CN2C(C=C1C)=N5)=C4)C)C)C)(CC3)C (methyl(2S)-2-(tert-butoxy)-2-[(22S)-4,17,18,22,28-pentamethyl-21,27-dioxa-1,7,34-triazahexacyclo[26.2.2.16,9.110,14.02,7.015,20]tetratriaconta-2,4,6(34),8,10(33),11,13,15(20),16,18-decaen-3-yl]acetate), C(C)(C)(C)O[C@H](C(=O)O)C1=C2N3CCC(OCCCC[C@@H](OC=4C=CC(=CC4C4=CC=CC(C5=C(N2C(C=C1C)=N5)Cl)=C4)C)C)(CC3)C ((2S)-2-(tert-butoxy)-2-[(22S)-8-chloro-4,17,22,28-tetramethyl-21,27-dioxa-1,7,34-triazahexacyclo[26.2.2.16,9.110,14.02,7.015,20]tetratriaconta-2,4,6(34),8,10(33),11,13,15(20),16,18-decaen-3-yl]acetic acid). Yields the product C(C)(C)(C)O[C@H](C(=O)O)C1=C2N3CCC(OCCCC[C@@H](OC=4C=C(C(=CC4C4=CC=CC(C5=C(N2C(C=C1C)=N5)Cl)=C4)C)C)C)(CC3)C ((2S)-2-(tert-Butoxy)-2-[(22S)-8-chloro-4,17,18,22,28-pentamethyl-21,27-dioxa-1,7,34-triazahexacyclo[26.2.2.16,9.110,14.02,7.015,20]tetratriaconta-2,4,6(34),8,10(33),11,13,15(20),16,18-decaen-3-yl]acetic acid). Isolated yield 61.0%. As a reaction SMILES: [C:1]([O:5][C@@H:6]([C:11]1[C:40]([CH3:41])=[CH:39][C:38]2=[N:42][C:35]3=[CH:36][N:37]2[C:12]=1[N:13]1[CH2:48][CH2:47][C:16]([CH3:49])([O:17][CH2:18][CH2:19][CH2:20][CH2:21][C@H:22]([CH3:46])[O:23][C:24]2[CH:25]=[C:26]([CH3:45])[C:27]([CH3:44])=[CH:28][C:29]=2[C:30]2[CH:43]=[C:34]3[CH:33]=[CH:32][CH:31]=2)[CH2:15][CH2:14]1)[C:7]([O:9]C)=[O:8])([CH3:4])([CH3:3])[CH3:2].C(O[C@@H](C1C(C)=CC2=NC3=C([Cl:91])N2C=1N1CCC(C)(OCCCC[C@H](C)OC2C=CC(C)=CC=2C2C=C3C=CC=2)CC1)C(O)=O)(C)(C)C>>[C:1]([O:5][C@@H:6]([C:11]1[C:40]([CH3:41])=[CH:39][C:38]2=[N:42][C:35]3=[C:36]([Cl:91])[N:37]2[C:12]=1[N:13]1[CH2:48][CH2:47][C:16]([CH3:49])([O:17][CH2:18][CH2:19][CH2:20][CH2:21][C@H:22]([CH3:46])[O:23][C:24]2[CH:25]=[C:26]([CH3:45])[C:27]([CH3:44])=[CH:28][C:29]=2[C:30]2[CH:43]=[C:34]3[CH:33]=[CH:32][CH:31]=2)[CH2:15][CH2:14]1)[C:7]([OH:9])=[O:8])([CH3:4])([CH3:3])[CH3:2]. Procedure details: Prepared in 61% yield from methyl(2S)-2-(tert-butoxy)-2-[(22S)-4,17,18,22,28-pentamethyl-21,27-dioxa-1,7,34-triazahexacyclo[26.2.2.16,9.110,14.02,7.015,20]tetratriaconta-2,4,6(34),8,10(33),11,13,15(20),16,18-decaen-3-yl]acetate following the procedure for (2S)-2-(tert-butoxy)-2-[(22S)-8-chloro-4,17,22,28-tetramethyl-21,27-dioxa-1,7,34-triazahexacyclo[26.2.2.16,9.110,14.02,7.015,20]tetratriaconta-2,4,6(34),8,10(33),11,13,15(20),16,18-decaen-3-yl]acetic acid. 1H NMR (500 MHz, DMSO-d6) δ 8.29 (s, 1...